This data is from the Open Reaction Database (ORD), a public repository of structured organic reaction records. The task is: describe an organic reaction: reactants, conditions, products, and yield The reactants are ClC=1C(=NC=C(C1)Cl)OC1=CC(=C(C=C1)[N+](=O)[O-])[N+](=O)[O-] (4-(3,5-dichloro-2-pyridyloxy)-1,2-dinitrobenzene), CNO (N-methylhydroxyamine), C(=O)([O-])[O-].[K+].[K+] (K2CO3). Run in C1CCOC1 (THF). Reaction conditions: time 48 hour. Product: CN(C1=C(C=CC(=C1)OC1=NC=C(C=C1Cl)Cl)[N+](=O)[O-])O (N-methyl-N-[2-nitro-5-(3,5-dichloro-2-pyridyloxy)phenyl]-hydroxyamine). As a reaction SMILES: [Cl:1][C:2]1[C:3]([O:9][C:10]2[CH:15]=[CH:14][C:13]([N+:16]([O-:18])=[O:17])=[C:12]([N+:19]([O-:21])=O)[CH:11]=2)=[N:4][CH:5]=[C:6]([Cl:8])[CH:7]=1.[CH3:22]NO.C([O-])([O-])=O.[K+].[K+]>C1COCC1>[CH3:22][N:19]([OH:21])[C:12]1[CH:11]=[C:10]([O:9][C:3]2[C:2]([Cl:1])=[CH:7][C:6]([Cl:8])=[CH:5][N:4]=2)[CH:15]=[CH:14][C:13]=1[N+:16]([O-:18])=[O:17] |f:2.3.4|. Procedure details: A mixture of 4-(3,5-dichloro-2-pyridyloxy)-1,2-dinitrobenzene (800 mg, 2.42 mmol), N-methylhydroxyamine (472 mg, 4.84 mmol), K2CO3 (400 mg, 2.90 mmol) and THF (10 ml) is stirred at RT for 48 hours. The reaction mixture is filtered, and the filtrate is concentrated and then taken up in methylene chloride, washed, dried and evaporated to give N-methyl-N-[2-nitro-5-(3,5-dichloro-2-pyridyloxy)phenyl]-hydroxyamine, a crystalline solid. Reactants: N[C@H](CO)CCC1(CC1)C1=CC=C(C=C1)Cl ((S)-2-amino-4-[1-(4-chloro-phenyl)-cyclopropyl]-butan-1-ol), N#CBr (cyanogen bromide). The product is ClC1=CC=C(C=C1)C1(CC1)CC[C@@H]1N=C(OC1)N ((S)-4-{2-[1-(4-chloro-phenyl)-cyclopropyl]-ethyl}-4,5-dihydro-oxazol-2-ylamine). Reaction SMILES: [NH2:1][C@@H:2]([CH2:5][CH2:6][C:7]1([C:10]2[CH:15]=[CH:14][C:13]([Cl:16])=[CH:12][CH:11]=2)[CH2:9][CH2:8]1)[CH2:3][OH:4].[N:17]#[C:18]Br>>[Cl:16][C:13]1[CH:12]=[CH:11][C:10]([C:7]2([CH2:6][CH2:5][C@H:2]3[CH2:3][O:4][C:18]([NH2:17])=[N:1]3)[CH2:9][CH2:8]2)=[CH:15][CH:14]=1. Reported procedure: In analogy to example 1d (S)-2-amino-4-[1-(4-chloro-phenyl)-cyclopropyl]-butan-1-ol was reacted with cyanogen bromide to give (S)-4-{2-[1-(4-chloro-phenyl)-cyclopropyl]-ethyl}-4,5-dihydro-oxazol-2-ylamine. White solid. MS (ISP): 265.1 ([M+H]+)) Solvent: C(Cl)Cl (methylene chloride), C=1(C(=CC=CC1)C)C (xylene). The reactants are N1CCNCC1 (piperazine), CC(C)([O-])C.[K+] (potassium tert-butoxide), BrC1=CC=CC2=CC=CC=C12 (1-bromonaphthalene). The reagents and catalysts are C(C)(=O)[O-].[Pd+2].C(C)(=O)[O-] (palladium acetate). Reaction SMILES: [NH:1]1[CH2:6][CH2:5][NH:4][CH2:3][CH2:2]1.CC(C)([O-])C.[K+].Br[C:14]1[C:23]2[C:18](=[CH:19][CH:20]=[CH:21][CH:22]=2)[CH:17]=[CH:16][CH:15]=1>C1(C)C(C)=CC=CC=1.C(Cl)Cl.C([O-])(=O)C.[Pd+2].C([O-])(=O)C>[C:22]1([N:1]2[CH2:6][CH2:5][NH:4][CH2:3][CH2:2]2)[C:23]2[C:18](=[CH:17][CH:16]=[CH:15][CH:14]=2)[CH:19]=[CH:20][CH:21]=1 |f:1.2,6.7.8|. Product: C1(=CC=CC2=CC=CC=C12)N1CCNCC1 (N-(1-Naphthyl)piperazine). Procedure: 83.2 g (966 mmol) of piperazine, 38.0 g (339 mmol) of potassium tert-butoxide and 50.0 g (241 mmol) of 1-bromonaphthalene were added to a mixture of 5,4 g (24.2 mmol) of palladium acetate and 14.7 g (48.3 mmol) of tri-o-tolylphosphipe in 500 ml of xylene, and the reaction mixture was heated at reflux for 10 h, while stirring thoroughly and under a nitrogen atmosphere. After that, the mixture was diluted with methylene chloride, the insoluble residues were filtered off and the filtrate was evapor... The reactants are PEG-400, O (water), OCC(O)CO (glycerin), [Na] (sodium). Yields the product OC[C@H](O)[C@@H](O)[C@H](O)[C@H](O)CO (sorbitol). As a reaction SMILES: [Na].[OH2:2].[OH:3][CH2:4][CH:5]([CH2:7][OH:8])[OH:6]>>[OH:3][CH2:4][C@@H:5]([C@H:7]([C@@H:7]([C@@H:5]([CH2:4][OH:3])[OH:6])[OH:2])[OH:8])[OH:6] |^1:0|. Procedure details: A high speed propeller mixer provided with a scraper was charged with the PEG-400, and the cross-linked CMC sodium was added, while stirring. After all lumps were broken up and a uniform slurry was obtained, the ground limestone was added in portions, and stirring was continued until all of the solids were suspended. The resulting slurry was homogenized and dearated and then filled into #11 oblong A size soft gelatin capsules by means of a rotary die encapsulator. The shell of the capsules was f... The product is CC(C)CCCC(C)C1CCC2(CC(=O)O)C3=C(CCC12C)C1(C)CCC(O)CC1CC3. RXN SMILES: [C:1](=[O:2])([O:3][CH2:4][CH3:5])[CH2:6][C:7]12[CH2:8][CH2:9][CH:10]([CH:11]([CH2:12][CH2:13][CH2:14][CH:15]([CH3:16])[CH3:17])[CH3:18])[C:19]1([CH3:34])[CH2:20][CH2:21][C:22]1=[C:31]2[CH2:30][CH2:29][CH:28]2[C:23]1([CH3:33])[CH2:24][CH2:25][CH:26]([OH:32])[CH2:27]2.[CH3:35][O:36][CH2:37][CH2:38][O:39][CH2:40][CH2:41][O:42][CH3:43].[Li+:44].[OH-:45]>>[C:1](=[O:2])([OH:3])[CH2:6][C:7]12[CH2:8][CH2:9][CH:10]([CH:11]([CH2:12][CH2:13][CH2:14][CH:15]([CH3:16])[CH3:17])[CH3:18])[C:19]1([CH3:34])[CH2:20][CH2:21][C:22]1=[C:31]2[CH2:30][CH2:29][CH:28]2[C:23]1([CH3:33])[CH2:24][CH2:25][CH:26]([OH:32])[CH2:27]2. Starting materials: CCOC(=O)CC12CCC(C(C)CCCC(C)C)C1(C)CCC1=C2CCC2CC(O)CCC12C, COCCOCCOC, [Li+], [OH-].